describe an organic reaction: reactants, conditions, products, and yield From a dataset of the Open Reaction Database (ORD), a public repository of structured organic reaction records. The reactants are C(C)OC(=O)C=1C=NN(C1C)C1=NC(=C(C=C1)I)C (1-(5-Iodo-6-methylpyridin-2-yl)-5-methyl-1H-pyrazole-4-carboxylic acid ethyl ester), C(C)OC(=O)C=1C=NN(C1C)C1=CC=C(C=C1)Br (1-(4-bromophenyl)-5-methyl-1H-pyrazole-4-carboxylic acid ethyl ester). The product is C1(CC1)C=1C=CC(=NC1C)N1N=CC(=C1C)C(=O)O (1-(5-Cyclopropyl-6-methylpyridin-2-yl)-5-methyl-1H-pyrazole-4-carboxylic acid). Reaction SMILES: C([O:3][C:4]([C:6]1[CH:7]=[N:8][N:9]([C:12]2[CH:17]=[CH:16][C:15](I)=[C:14]([CH3:19])[N:13]=2)[C:10]=1[CH3:11])=[O:5])C.C(O[C:23]([C:25]1[CH:26]=NN(C2C=CC(Br)=CC=2)C=1C)=O)C>>[CH:26]1([C:15]2[CH:16]=[CH:17][C:12]([N:9]3[C:10]([CH3:11])=[C:6]([C:4]([OH:3])=[O:5])[CH:7]=[N:8]3)=[N:13][C:14]=2[CH3:19])[CH2:25][CH2:23]1. Procedure details: 1-(5-Iodo-6-methylpyridin-2-yl)-5-methyl-1H-pyrazole-4-carboxylic acid ethyl ester described in Reference Example 31 was used in place of 1-(4-bromophenyl)-5-methyl-1H-pyrazole-4-carboxylic acid ethyl ester in Reference Example 26(2), and reacted and treated in a similar manner to give the titled compound. Starting materials: C(C)OC(=C)C1=CC=C(C=C1)C[C@@H](CCO)NC(OC(C)(C)C)=O (1,1-dimethylethyl [(1S)-1-({4-[1-(ethyloxy)ethenyl]phenyl}methyl)-3-hydroxypropyl]carbamate), BrN1C(CCC1=O)=O (N-bromosuccinimide). The solvent is O1CCCC1 (tetrahydrofuran), O (water). Product: BrCC(=O)C1=CC=C(C=C1)C[C@@H](CCO)NC(OC(C)(C)C)=O (1,1-dimethylethyl ((1S)-1-{[4-(bromoacetyl)phenyl]methyl}-3-hydroxypropyl)carbamate). Isolated yield 100.0%. RXN SMILES: C([O:3][C:4]([C:6]1[CH:11]=[CH:10][C:9]([CH2:12][C@H:13]([NH:17][C:18](=[O:24])[O:19][C:20]([CH3:23])([CH3:22])[CH3:21])[CH2:14][CH2:15][OH:16])=[CH:8][CH:7]=1)=[CH2:5])C.[Br:25]N1C(=O)CCC1=O>O1CCCC1.O>[Br:25][CH2:3][C:4]([C:6]1[CH:11]=[CH:10][C:9]([CH2:12][C@H:13]([NH:17][C:18](=[O:24])[O:19][C:20]([CH3:23])([CH3:22])[CH3:21])[CH2:14][CH2:15][OH:16])=[CH:8][CH:7]=1)=[O:5]. Reported procedure: To a cooled (0° C.) solution of 1,1-dimethylethyl [(1S)-1-({4-[1-(ethyloxy)ethenyl]phenyl}methyl)-3-hydroxypropyl]carbamate (15 g, 44 mmol) in tetrahydrofuran (450 mL) and water (150 mL) was added N-bromosuccinimide. The resulting solution was allowed to warn to room temperature and maintained for 90 minutes. The reaction was then concentrated and diluted with ethyl acetate (1 L). The resulting solution was washed with water (1 L) and brine (500 mL), dried (MgSO4) and concentrated to give 19.5 g... Starting materials: O=C(CNC(=O)c1cccc(C(F)(F)F)c1)NC1CN(C2CCC(n3cc(Br)cnc3=O)CC2)C1, CO. Yields the product O=C(CNC(=O)c1cccc(C(F)(F)F)c1)NC1CN(C2CCC(n3cccnc3=O)CC2)C1. RXN SMILES: [Br:1][c:2]1[cH:3][n:4][c:5](=[O:35])[n:6]([CH:8]2[CH2:9][CH2:10][CH:11]([N:14]3[CH2:15][CH:16]([NH:18][C:19](=[O:20])[CH2:21][NH:22][C:23]([c:24]4[cH:25][c:26]([C:30]([F:31])([F:32])[F:33])[cH:27][cH:28][cH:29]4)=[O:34])[CH2:17]3)[CH2:12][CH2:13]2)[cH:7]1.[CH3:36][OH:37]>>[cH:2]1[cH:3][n:4][c:5](=[O:35])[n:6]([CH:8]2[CH2:9][CH2:10][CH:11]([N:14]3[CH2:15][CH:16]([NH:18][C:19](=[O:20])[CH2:21][NH:22][C:23]([c:24]4[cH:25][c:26]([C:30]([F:31])([F:32])[F:33])[cH:27][cH:28][cH:29]4)=[O:34])[CH2:17]3)[CH2:12][CH2:13]2)[cH:7]1. Starting materials: COCCO (2-methoxyethanol), C=O (paraformaldehyde). The reagents and catalysts are C1(=CC=C(C=C1)S(=O)(=O)O)C (p-toluenesulfonic acid). The solvent is O (water). Product: COCCOCOCCOC (bis(2-methoxyethoxy)methane). Isolated yield 71.4%. Reaction SMILES: [CH3:1][O:2][CH2:3][CH2:4][OH:5].[CH2:6]=[O:7]>C1(C)C=CC(S(O)(=O)=O)=CC=1.O>[CH3:1][O:2][CH2:3][CH2:4][O:5][CH2:6][O:7][CH2:4][CH2:3][O:2][CH3:1]. Procedure details: 1045 g of 2-methoxyethanol (Mr =76,1), 194 g of paraformaldehyde (Mr =30.03 based on formaldehyde) and 16 g of p-toluenesulfonic acid (Mr =172.2) are reacted for 2 hours at 90° C. The water of reaction is then removed by distillation. The reaction mixture is distilled under reduced pressure (c. 20 mbar), affording 758 g of bis(2-methoxyethoxy)methane (Mr =164.21) in c. 99% purity, yield: 67% of theory. The remainder (33%) consists almost completely of the educt, which can be recycled, so that to... Starting materials: O=[N+]([O-])c1cccc(CCO)c1, O=C1NC(=O)c2ccccc21, CCOC(=O)N=NC(=O)OCC, C1CCOC1, c1ccc(P(c2ccccc2)c2ccccc2)cc1. The product is O=C1c2ccccc2C(=O)N1CCc1cccc([N+](=O)[O-])c1. RXN SMILES: [N+:1](=[O:2])([O-:3])[c:4]1[cH:5][c:6]([CH2:7][CH2:8][OH:9])[cH:10][cH:11][cH:12]1.[O:32]=[C:33]1[NH:34][C:35](=[O:36])[c:37]2[cH:38][cH:39][cH:40][cH:41][c:42]21.[O:43]=[C:44]([O:45][CH2:46][CH3:47])[N:48]=[N:49][C:50]([O:51][CH2:52][CH3:53])=[O:54].[O:55]1[CH2:56][CH2:57][CH2:58][CH2:59]1.[c:13]1([P:14]([c:15]2[cH:16][cH:17][cH:18][cH:19][cH:20]2)[c:21]2[cH:22][cH:23][cH:24][cH:25][cH:26]2)[cH:27][cH:28][cH:29][cH:30][cH:31]1>>[N+:1](=[O:2])([O-:3])[c:4]1[cH:5][c:6]([CH2:7][CH2:8][N:34]2[C:33](=[O:32])[c:42]3[c:37]([cH:38][cH:39][cH:40][cH:41]3)[C:35]2=[O:36])[cH:10][cH:11][cH:12]1.